Dataset: the Open Reaction Database (ORD), a public repository of structured organic reaction records. Task: describe an organic reaction: reactants, conditions, products, and yield Reactants: ClC=1C=C(C=C(C1)Cl)C1CNCCO1 (2-(3,5-dichlorophenyl)morpholine), FC([C@H]1OC1)(F)F ((S)-2-(trifluoromethyl)oxirane). The solvent is C(C)#N (acetonitrile). Reaction conditions: time 3 day. The product is ClC=1C=C(C=C(C1)Cl)C1OCCN(C1)C[C@@H](C(F)(F)F)O ((2S)-3-(2-(3,5-dichlorophenyl)morpholino)-1,1,1-trifluoropropan-2-ol). Isolated yield 98.1%. Reaction SMILES: [Cl:1][C:2]1[CH:3]=[C:4]([CH:9]2[O:14][CH2:13][CH2:12][NH:11][CH2:10]2)[CH:5]=[C:6]([Cl:8])[CH:7]=1.[F:15][C:16]([F:21])([F:20])[C@@H:17]1[CH2:19][O:18]1>C(#N)C>[Cl:8][C:6]1[CH:5]=[C:4]([CH:9]2[CH2:10][N:11]([CH2:19][C@H:17]([OH:18])[C:16]([F:21])([F:20])[F:15])[CH2:12][CH2:13][O:14]2)[CH:3]=[C:2]([Cl:1])[CH:7]=1. Procedure: 2-(3,5-Dichlorophenyl)morpholine oxalate (1 g) from Chem-Impex was added to 5% aq NaOH and dichloromethane and extracted (3×100 mL dichloromethane). Combined extracts were dried over Na2SO4, filtered and concentrated to afford 728 mg of 2-(3,5-dichlorophenyl)morpholine as the free-base. In a 100 mL round-bottom flask, 2-(3,5-dichlorophenyl)morpholine (728 mg, 3.14 mmol) and (S)-2-(trifluoromethyl)oxirane (527 mg, 4.7 mmol) were combined with acetonitrile (10.0 ml) to give a yellow solution. Stir... Reactants: Cl (hydrochloric acid), COC1=CC2=C(N(C(C=3CCCN(C23)C)=O)CC2=CC=C(C=C2)OC)C=C1 (9-Methoxy-6-(4-methoxybenzyl)-1-methyl-1,2,3,4-tetrahydrobenzo[h][1,6]naphthyridine-5(6H)-one), [OH-].[Na+] (sodium hydroxide), ice water. Solvent: FC(C(=O)O)(F)F (trifluoroacetic acid). Reaction conditions: temperature 100 celsius. Yields the product COC1=CC2=C(NC(C=3CCCN(C23)C)=O)C=C1 (9-Methoxy-1-methyl-1,2,3,4-tetrahydrobenzo[h][1,6]naphthyridine-5(6H)-one). Isolated yield 88.7%. RXN SMILES: [CH3:1][O:2][C:3]1[CH:27]=[CH:26][C:6]2[N:7](CC3C=CC(OC)=CC=3)[C:8](=[O:16])[C:9]3[CH2:10][CH2:11][CH2:12][N:13]([CH3:15])[C:14]=3[C:5]=2[CH:4]=1.[OH-].[Na+].Cl>FC(F)(F)C(O)=O>[CH3:1][O:2][C:3]1[CH:27]=[CH:26][C:6]2[NH:7][C:8](=[O:16])[C:9]3[CH2:10][CH2:11][CH2:12][N:13]([CH3:15])[C:14]=3[C:5]=2[CH:4]=1 |f:1.2|. Procedure: The compound (440 mg, 1.20 mmol) prepared in step 1 was dissolved in excess trifluoroacetic acid (3 ml), and the resulting mixture was heated at 100° C. for 18 hours in sealed-tube. The mixture was poured into ice water and acidified with 2 N sodium hydroxide aqueous solution. After neutralizing with 2 N hydrochloric acid aqueous solution, the crude solution was extracted with dichloromethane and washed with brine. The organic layer was dried over anhydrous sodium sulfate and concentrated to dry...